From a dataset of the Open Reaction Database (ORD), a public repository of structured organic reaction records. describe an organic reaction: reactants, conditions, products, and yield Reactants: C(C(=O)Cl)(=O)Cl (oxalyl chloride), CC1=C(N=C(O1)C1=CC=C(C(=O)O)C=C1)CS(=O)(=O)C1=CC=C(C=C1)C (4-(5-Methyl-4-{[(4-methylphenyl)sulfonyl]methyl}-1,3-oxazol-2-yl)benzoic Acid), CN1C=NC=C1CN ((1-methyl-1H-imidazol-5-yl)methylamine). Yields the product CN1C=NC=C1CNC(C1=CC=C(C=C1)C=1OC(=C(N1)CS(=O)(=O)C1=CC=C(C=C1)C)C)=O (N-[(1-Methyl-1H-imidazol-5-yl)methyl]-4-(5-methyl-4-{[(4-methylphenyl)sulfonyl]methyl}-1,3-oxazol-2-yl)benzamide). The yield is 82.3%. As a reaction SMILES: C(Cl)(=O)C(Cl)=O.[CH3:7][C:8]1[O:12][C:11]([C:13]2[CH:21]=[CH:20][C:16]([C:17](O)=[O:18])=[CH:15][CH:14]=2)=[N:10][C:9]=1[CH2:22][S:23]([C:26]1[CH:31]=[CH:30][C:29]([CH3:32])=[CH:28][CH:27]=1)(=[O:25])=[O:24].[CH3:33][N:34]1[C:38]([CH2:39][NH2:40])=[CH:37][N:36]=[CH:35]1>>[CH3:33][N:34]1[C:38]([CH2:39][NH:40][C:17](=[O:18])[C:16]2[CH:20]=[CH:21][C:13]([C:11]3[O:12][C:8]([CH3:7])=[C:9]([CH2:22][S:23]([C:26]4[CH:31]=[CH:30][C:29]([CH3:32])=[CH:28][CH:27]=4)(=[O:24])=[O:25])[N:10]=3)=[CH:14][CH:15]=2)=[CH:37][N:36]=[CH:35]1. Procedure details: Reaction of oxalyl chloride (111 λL, 1.27 mmol) and benzoic acid 4 (318 mg, 0.85 mmol) with subsequent coupling to (1-methyl-1H-imidazol-5-yl)methylamine (104 mg, 0.94 mmol) gave benzamide 15 (325 mg, 82%) as a white powder: mp (EtOAc) 240-242° C.; 1H NMR δ 8.93 (t, J=5.3 Hz, 1H, CONH), 7.97 (br d, J=8.5 Hz, 2H, H-2, H-6), 7.87 (br d, J=8.5 Hz, 2H, H-3, H-5), 7.67 (br d, J=8.3 Hz, 2H, H-2′, H-6′), 7.54 (s, 1H, H-2″), 7.42 (br d, J=8.3 Hz, 2H, H-3′, H-5′), 6.84 (s, 1H, H-4″), 4.62 (s, 2H, CH2SO2)... Starting materials: C1CCOC1, Cn1cncc1C(O)(c1ccc(C=O)cc1)c1ccc2[nH]c(=O)cc(-c3cccc(Cl)c3)c2c1, Cl, CI, [Na+], [OH-], O. The product is Cn1cncc1C(O)(c1ccc(C=O)cc1)c1ccc2c(c1)c(-c1cccc(Cl)c1)cc(=O)n2C. Reaction SMILES: [CH2:41]1[O:42][CH2:43][CH2:44][CH2:45]1.[Cl:4][c:5]1[cH:6][c:7](-[c:11]2[cH:12][c:13](=[O:37])[nH:14][c:15]3[cH:16][cH:17][c:18]([C:21]([c:22]4[cH:23][cH:24][c:25]([CH:26]=[O:27])[cH:28][cH:29]4)([c:30]4[cH:31][n:32][cH:33][n:34]4[CH3:35])[OH:36])[cH:19][c:20]23)[cH:8][cH:9][cH:10]1.[ClH:3].[I:1][CH3:2].[Na+:40].[OH-:39].[OH2:38]>>[CH3:2][n:14]1[c:13](=[O:37])[cH:12][c:11](-[c:7]2[cH:6][c:5]([Cl:4])[cH:10][cH:9][cH:8]2)[c:20]2[c:15]1[cH:16][cH:17][c:18]([C:21]([c:22]1[cH:23][cH:24][c:25]([CH:26]=[O:27])[cH:28][cH:29]1)([c:30]1[cH:31][n:32][cH:33][n:34]1[CH3:35])[OH:36])[cH:19]2. The reactants are CCOC(=O)C1CC1c1ccc(F)c(F)c1, CO, [Na+], [OH-]. Yields the product O=C(O)C1CC1c1ccc(F)c(F)c1. RXN SMILES: [CH2:3]([CH3:4])[O:5][C:6](=[O:7])[CH:8]1[CH:9]([c:11]2[cH:12][c:13]([F:18])[c:14]([F:17])[cH:15][cH:16]2)[CH2:10]1.[CH3:19][OH:20].[Na+:2].[OH-:1]>>[O:5]=[C:6]([OH:7])[CH:8]1[CH:9]([c:11]2[cH:12][c:13]([F:18])[c:14]([F:17])[cH:15][cH:16]2)[CH2:10]1. Reactants: CC(C)(C)c1cc(Br)c(C#N)c(Br)c1, C#Cc1ccc(NS(C)(=O)=O)cc1, CCN(C(C)C)C(C)C. Product: CC(C)(C)c1cc(Br)c(C#N)c(C#Cc2ccc(NS(C)(=O)=O)cc2)c1. As a reaction SMILES: [Br:1][c:2]1[c:3]([C:4]#[N:5])[c:6]([Br:14])[cH:7][c:8]([C:10]([CH3:11])([CH3:12])[CH3:13])[cH:9]1.[C:15](#[CH:16])[c:17]1[cH:18][cH:19][c:20]([NH:23][S:24](=[O:25])(=[O:26])[CH3:27])[cH:21][cH:22]1.[CH:28]([N:29]([CH2:30][CH3:31])[CH:32]([CH3:33])[CH3:34])([CH3:35])[CH3:36]>>[c:2]1([C:16]#[C:15][c:17]2[cH:18][cH:19][c:20]([NH:23][S:24](=[O:25])(=[O:26])[CH3:27])[cH:21][cH:22]2)[c:3]([C:4]#[N:5])[c:6]([Br:14])[cH:7][c:8]([C:10]([CH3:11])([CH3:12])[CH3:13])[cH:9]1. Starting materials: CC(C)(C)OC(=O)NC(Cc1ccccc1)C(=O)O, CC(C)COC(=O)Cl, ClCCl, CN1CCOCC1, NC12CC3CC(CC(C3)C1)C2. Yields the product CC(C)(C)OC(=O)NC(Cc1ccccc1)C(=O)C1C2CC3CC(C2)CC1(N)C3. RXN SMILES: [C:9](=[O:10])([O:11][C:12]([CH3:13])([CH3:14])[CH3:15])[NH:16][CH:17]([CH2:18][c:19]1[cH:20][cH:21][cH:22][cH:23][cH:24]1)[C:25](=[O:26])[OH:27].[CH2:1]([O:2][C:3]([Cl:4])=[O:5])[CH:6]([CH3:7])[CH3:8].[CH2:46]([Cl:47])[Cl:48].[CH3:28][N:29]1[CH2:30][CH2:31][O:32][CH2:33][CH2:34]1.[NH2:35][C:36]12[CH2:37][CH:38]3[CH2:39][CH:40]([CH2:41][CH:42]([CH2:43]1)[CH2:44]3)[CH2:45]2>>[C:9](=[O:10])([O:11][C:12]([CH3:13])([CH3:14])[CH3:15])[NH:16][CH:17]([CH2:18][c:19]1[cH:20][cH:21][cH:22][cH:23][cH:24]1)[C:25](=[O:27])[CH:37]1[C:36]2([NH2:35])[CH2:43][CH:42]3[CH2:41][CH:40]([CH2:39][CH:38]1[CH2:44]3)[CH2:45]2.